This data is from the Open Reaction Database (ORD), a public repository of structured organic reaction records. The task is: describe an organic reaction: reactants, conditions, products, and yield Reactants: [O-]S(=O)(=O)[O-].[Na+].[Na+] (Na2SO4), Cl.NO (hydroxylamine hydrochloride), ice H2O, Cl.CN1CC2=C(C=CC=C2C(=C1)C1=CC=CC=C1)N (N-methyl-4-phenyl-8-amino-isoquinoline hydrochloride), ClC(C(O)O)(Cl)Cl (chloral hydrate), [OH-].[Na+] (NaOH). The solvent is O (H2O), CO (methanol), O (H2O), O (water). Run at temperature 106 celsius, time 5 minute. Product: CN1CC2=C(C=CC=C2C(=C1)C1=CC=CC=C1)NC(C=NO)=O (N-Methyl-4-phenyl-8-(hydroxyiminoacetylamino)isoquinoline). Reaction SMILES: Cl.[CH3:2][N:3]1[CH:12]=[C:11]([C:13]2[CH:18]=[CH:17][CH:16]=[CH:15][CH:14]=2)[C:10]2[C:5](=[C:6]([NH2:19])[CH:7]=[CH:8][CH:9]=2)[CH2:4]1.Cl[C:21](Cl)(Cl)[CH:22]([OH:24])O.[O-]S([O-])(=O)=O.[Na+].[Na+].Cl.[NH2:35][OH:36].[OH-].[Na+]>O.CO>[CH3:2][N:3]1[CH:12]=[C:11]([C:13]2[CH:14]=[CH:15][CH:16]=[CH:17][CH:18]=2)[C:10]2[C:5](=[C:6]([NH:19][C:22](=[O:24])[CH:21]=[N:35][OH:36])[CH:7]=[CH:8][CH:9]=2)[CH2:4]1 |f:0.1,3.4.5,6.7,8.9|. Procedure: A solution of 10.75 g (0.0345 mol) of N-methyl-4-phenyl-8-amino-isoquinoline hydrochloride in 22 ml of H2O was added to 6.23 g (0.0376 mol) of chloral hydrate in 86 ml of water. After 5 minutes, 42.5 g of Na2SO4 and a solution of 7.6 g (0.109 mol) of hydroxylamine hydrochloride in 36 ml of H2O were added. The reaction mixture was warmed to 106° C. (internal temperature) in the course of 40 minutes. After 2 minutes, the mixture was cooled rapidly to 18° C. with ice/H2O. 200 ml of methanol were ad... Reactants: [H-].[Na+] (sodium hydride), ice water, CNC=1C(=NSC1C(=O)OC)C1=CC(=CC=C1)C(F)(F)F (methyl 4-methylamino-3-(3-trifluoromethylphenyl)-5-isothiazolecarboxylate), FC(C=1C=C(C=CC1)C1=NSC(=C1N)C(=O)OC)(F)F (methyl 3-(3-trifluoromethylphenyl)-4-amino-5-isothiazolecarboxylate), CI (methyl iodide). Run in O1CCCC1 (tetrahydrofuran). The product is FC(C=1C=C(C=CC1)C1=NSC(=C1NC)C(=O)O)(F)F (3-(3-trifluoromethylphenyl)-4-methylamino-5-isothiazolecarboxylic acid). As a reaction SMILES: [H-].[Na+].FC(F)(F)C1C=C(C2C(N)=C(C(OC)=O)SN=2)C=CC=1.CI.[CH3:25][NH:26][C:27]1[C:28]([C:36]2[CH:41]=[CH:40][CH:39]=[C:38]([C:42]([F:45])([F:44])[F:43])[CH:37]=2)=[N:29][S:30][C:31]=1[C:32]([O:34]C)=[O:33]>O1CCCC1>[F:45][C:42]([F:43])([F:44])[C:38]1[CH:37]=[C:36]([C:28]2[C:27]([NH:26][CH3:25])=[C:31]([C:32]([OH:34])=[O:33])[S:30][N:29]=2)[CH:41]=[CH:40][CH:39]=1 |f:0.1|. Procedure: A suspension of 0.5 g. of sodium hydride (washed free of mineral oil) in 15 ml. of tetrahydrofuran was cooled to -20° C. and stirred. To the cold stirred suspension was added in one portion 3.0 g. of methyl 3-(3-trifluoromethylphenyl)-4-amino-5-isothiazolecarboxylate. The reaction mixture was warmed to room temperature, at which time 1.5 ml. of methyl iodide was added in one portion. The reaction mixture was stirred at ambient temperature for two hours, and then was added to 50 ml. of ice water....